This data is from the Open Reaction Database (ORD), a public repository of structured organic reaction records. The task is: describe an organic reaction: reactants, conditions, products, and yield Starting materials: CC(=C)CC(C(C=C=C(C)C)(C)C)=O (2,5,5,8-tetramethylnona-1,6,7-trien-4-one), CC(=C)CC(C(C=C=C)(C)C)=O (2,5,5-trimethylocta-1,6,7-trien-4-one). Product: C(C)(C)=C1C2C(C(CC2(C1)C)=O)(C)C (6-isopropylidene-1,4,4-trimethylbicyclo[3.2.0]heptan-3-one). As a reaction SMILES: [CH3:1][C:2]([CH2:4][C:5](=[O:14])[C:6]([CH3:13])([CH3:12])[CH:7]=[C:8]=[C:9]([CH3:11])[CH3:10])=[CH2:3].CC(CC(=O)C(C)(C)C=C=C)=C>>[C:9](=[C:8]1[CH2:3][C:2]2([CH3:1])[CH:7]1[C:6]([CH3:13])([CH3:12])[C:5](=[O:14])[CH2:4]2)([CH3:11])[CH3:10]. Procedure details: 5.00 g (26.0 mmoles) of 3b were distilled through the same column as used for 3a. The reaction was monitored on GC. The main product 4b was separated by distillation on a good column (Fischer Spalt rohr, 60 theoretical plates) with >97% purity. The yield was 2.55 g (51%). Bp. 68° C./0.2 mm Hg. Starting materials: N#Cc1c[nH]c2c(C(=O)O)cccc12, CN1CCCC1=O, Cl, Cl, Fc1ccc(CCN2CCNCC2)cc1. Product: N#Cc1c[nH]c2c(C(=O)N3CCN(CCc4ccc(F)cc4)CC3)cccc12. As a reaction SMILES: [C:1](#[N:2])[c:3]1[cH:4][nH:5][c:6]2[c:7]([C:12](=[O:13])[OH:14])[cH:8][cH:9][cH:10][c:11]12.[CH3:32][N:33]1[CH2:34][CH2:35][CH2:36][C:37]1=[O:38].[ClH:15].[ClH:16].[F:17][c:18]1[cH:19][cH:20][c:21]([CH2:24][CH2:25][N:26]2[CH2:27][CH2:28][NH:29][CH2:30][CH2:31]2)[cH:22][cH:23]1>>[C:1](#[N:2])[c:3]1[cH:4][nH:5][c:6]2[c:7]([C:12](=[O:14])[N:29]3[CH2:28][CH2:27][N:26]([CH2:25][CH2:24][c:21]4[cH:20][cH:19][c:18]([F:17])[cH:23][cH:22]4)[CH2:31][CH2:30]3)[cH:8][cH:9][cH:10][c:11]12. Reactants: C(OCI)(SCC)=O (O-Iodomethyl S-Ethyl Carbonothioate), C(CCC)(=O)[O-].[Na+] (sodium butanoate). The solvent is CN(C)C=O (DMF). Conditions: time 8 hour. Product: C(OCOC(CCC)=O)(SCC)=O (O-Butanoyloxymethyl S-Ethyl Carbonothioate). Isolated yield 75.8%. Reaction SMILES: [C:1](=[O:8])([S:5][CH2:6][CH3:7])[O:2][CH2:3]I.[C:9]([O-:14])(=[O:13])[CH2:10][CH2:11][CH3:12].[Na+]>CN(C=O)C>[C:1](=[O:8])([S:5][CH2:6][CH3:7])[O:2][CH2:3][O:14][C:9](=[O:13])[CH2:10][CH2:11][CH3:12] |f:1.2|. Reported procedure: Crude 5b (23.6 g, 96 mmol) is added during 30 min to a stirred suspension of sodium butanoate (10.5 g, 96 mmol) in dry DMF (125 mL) at -20° C. followed by stirring overnight at ambient temperature. After filtration and washing with DMF (5 mL) and Et2O (10 mL),Et2O (250 mL) and ice-cold H2O (100 mL) are added to the combined filtrates. The aqueous phase is separated and extracted with Et2O (100 mL). The combined organic phases are washed (all solutions ice-cold) with 5% aqueous NaHCO3 (50 mL), H2... The reactants are C1(=CC=CC=C1)/C=C/C(C)=O (trans-4-phenyl-3-buten-2-one), C(C)(C)C1=CC=C(C=O)C=C1 (4isopropylbenzaldehyde), [OH-].[Na+] (sodium hydroxide), O (water). Run in C(C)O (ethanol). Run at time 15 hour. Product: C(C)(C)C1=CC=C(C=C1)\C=C\C(\C=C\C1=CC=CC=C1)=O (E,E-1-(p-isopropylphenyl)-5-phenyl-1,4-pentadien-3-one). The yield is 58.7%. As a reaction SMILES: [C:1]1(/[CH:7]=[CH:8]/[C:9](=[O:11])[CH3:10])[CH:6]=[CH:5][CH:4]=[CH:3][CH:2]=1.[CH:12]([C:15]1[CH:22]=[CH:21][C:18]([CH:19]=O)=[CH:17][CH:16]=1)([CH3:14])[CH3:13].[OH-].[Na+].O>C(O)C>[CH:12]([C:15]1[CH:22]=[CH:21][C:18](/[CH:19]=[CH:10]/[C:9](=[O:11])/[CH:8]=[CH:7]/[C:1]2[CH:6]=[CH:5][CH:4]=[CH:3][CH:2]=2)=[CH:17][CH:16]=1)([CH3:14])[CH3:13] |f:2.3|. Procedure details: A mixture of 81.0 grams (0.555 mol) trans-4-phenyl-3-buten-2-one, 81.7 grams (0,552 mol) 4isopropylbenzaldehyde, 12 mL of 10% sodium hydroxide, 150 mL water and 220 mL ethanol was stirred at ambient temperature for 15 hours. The crystalline product was collected by vacuum filtration to give 90.0 grams (59% of theoretical yield) of E,E-1-(p-isopropylphenyl)-5-phenyl-1,4-pentadien-3-one as a yellow solid. Melting point=76.0°-78.0° C. IR (KBr) 2960, 1655, 1595, 1345, 1195, 980, 820, 760, 695 cm-1 ;... Reactants: CO, Cl, CC(C)(Cc1cn(C(c2ccccc2)(c2ccccc2)c2ccccc2)c(CC(O)(c2ccc(-c3ccc(F)cn3)cc2)C(F)F)n1)C(O[Si](C)(C)C)C(F)(F)F, CC(C)(Cc1cn(C(c2ccccc2)(c2ccccc2)c2ccccc2)c(CC(O)(c2ccc(-c3ccc(F)cn3)cc2)C(F)F)n1)C(O)C(F)(F)F, C1COCCO1. Product: CC(C)(Cc1c[nH]c(CC(O)(c2ccc(-c3ccc(F)cn3)cc2)C(F)F)n1)C(O)C(F)(F)F. As a reaction SMILES: [CH3:118][OH:119].[ClH:1].[F:61][CH:62]([F:63])[C:64]([c:65]1[cH:66][cH:67][c:68](-[c:69]2[cH:70][cH:71][c:72]([F:73])[cH:74][n:75]2)[cH:76][cH:77]1)([OH:78])[CH2:79][c:80]1[n:81]([C:82]([c:83]2[cH:84][cH:85][cH:86][cH:87][cH:88]2)([c:89]2[cH:90][cH:91][cH:92][cH:93][cH:94]2)[c:95]2[cH:96][cH:97][cH:98][cH:99][cH:100]2)[cH:101][c:102]([CH2:103][C:104]([CH3:105])([CH3:106])[CH:107]([O:108][Si:109]([CH3:110])([CH3:111])[CH3:112])[C:113]([F:114])([F:115])[F:116])[n:117]1.[F:8][CH:9]([C:10]([CH2:11][c:12]1[n:13]([C:27]([c:28]2[cH:29][cH:30][cH:31][cH:32][cH:33]2)([c:34]2[cH:35][cH:36][cH:37][cH:38][cH:39]2)[c:40]2[cH:41][cH:42][cH:43][cH:44][cH:45]2)[cH:14][c:15]([CH2:17][C:18]([CH:19]([C:20]([F:21])([F:22])[F:23])[OH:24])([CH3:25])[CH3:26])[n:16]1)([OH:46])[c:47]1[cH:48][cH:49][c:50](-[c:53]2[n:54][cH:55][c:56]([F:59])[cH:57][cH:58]2)[cH:51][cH:52]1)[F:60].[O:2]1[CH2:3][CH2:4][O:5][CH2:6][CH2:7]1>>[F:8][CH:9]([C:10]([CH2:11][c:12]1[nH:13][cH:14][c:15]([CH2:17][C:18]([CH:19]([C:20]([F:21])([F:22])[F:23])[OH:24])([CH3:25])[CH3:26])[n:16]1)([OH:46])[c:47]1[cH:48][cH:49][c:50](-[c:53]2[n:54][cH:55][c:56]([F:59])[cH:57][cH:58]2)[cH:51][cH:52]1)[F:60]. Reactants: [H-].[Na+] (sodium hydride), CC(C)(C(=O)[O-])P(=O)(O)OC (trimethylphosphonoacetate), CN(C=O)C (dimethylformamide), C(=O)C1=NC(=CC=C1)OC1=CC=CC=C1 (2-formyl-6-phenoxypyridine), CN(C=O)C (dimethylformamide), ice water, Cl (hydrochloric acid). Conditions: time 30 minute. Yields the product O(C1=CC=CC=C1)C1=CC=CC(=N1)C=CC(=O)OC (methyl 3-(6-phenoxypyridin-2-yl)propenate). As a reaction SMILES: [H-].[Na+].C[C:4](P(OC)(O)=O)([C:6]([O-:8])=[O:7])[CH3:5].C([C:16]1[CH:21]=[CH:20][CH:19]=[C:18]([O:22][C:23]2[CH:28]=[CH:27][CH:26]=[CH:25][CH:24]=2)[N:17]=1)=O.Cl.[CH3:30]N(C)C=O>>[O:22]([C:18]1[N:17]=[C:16]([CH:5]=[CH:4][C:6]([O:8][CH3:30])=[O:7])[CH:21]=[CH:20][CH:19]=1)[C:23]1[CH:24]=[CH:25][CH:26]=[CH:27][CH:28]=1 |f:0.1|. Procedure: Under a nitrogen atmosphere, 0.53 g of sodium hydride (60% oil dispersion) was added to 20 ml of dry dimethylformamide, and 2.77 g of trimethylphosphonoacetate were added dropwise over 5 minutes with ice-cooling. After dropwise addition, stirring was continued at room temperature for 30 minutes. A solution of 2.02 g of 2-formyl-6-phenoxypyridine in 5 ml of dry dimethylformamide was added dropwise thereto over 5 minutes with ice-cooling. After dropwise addition, stirring was continued at room tem... The reactants are 1,1-carbonyldiimidazole, S(C#N)C1=CN=C(S1)N (5-thiocyanato-thiazol-2-ylamine), C1CCOC1 (THF), C1(CCCCC1)NC1CCCCC1 (Dicyclohexyl amine). The reagents and catalysts are CN(C)C=1C=CN=CC1 (DMAP). Reaction conditions: temperature 65 celsius, time 8 hour. The product is C1(CCCCC1)N(C(=O)NC=1SC(=CN1)SC#N)C1CCCCC1 (1,1-dicyclohexyl-3-(5-thiocyanato-thiazol-2-yl)-urea). Reaction SMILES: [S:1]([C:4]1[S:8][C:7]([NH2:9])=[N:6][CH:5]=1)[C:2]#[N:3].[CH:10]1([NH:16][CH:17]2[CH2:22][CH2:21][CH2:20][CH2:19][CH2:18]2)[CH2:15][CH2:14][CH2:13][CH2:12][CH2:11]1.C1C[O:26][CH2:25]C1>CN(C1C=CN=CC=1)C>[CH:17]1([N:16]([CH:10]2[CH2:11][CH2:12][CH2:13][CH2:14][CH2:15]2)[C:25]([NH:9][C:7]2[S:8][C:4]([S:1][C:2]#[N:3])=[CH:5][N:6]=2)=[O:26])[CH2:18][CH2:19][CH2:20][CH2:21][CH2:22]1. Procedure details: An equimolar mixture of 1,1-carbonyldiimidazole, 5-thiocyanato-thiazol-2-ylamine (commercial available or prepared as described in J. Am. Chem. Soc 71, 4007, 1949 or J. Med. Chem., 20, 572, 1977) and DMAP (5 mol %) in THF was heated for 2 h at 60-70° C. and then cooled to room temperature. Dicyclohexyl amine (1 equivalent) was added and the reaction is stirred overnight at room temperature. The reaction mixture was quenched with water. The organic phase was isolated and the aqueous phase was ext... Product: MeOH(4), N1(CCCC1)CCCOC1=CC=C(C=C1)C1(CCOCC1)CN1CCC(CC1)N1C(CCC1)=O (1-(1-{4-[4-(3-Pyrrolidin-1-ylpropoxy)phenyl]tetrahydropyran-4-ylmethyl}piperidin-4-yl)pyrrolidin-2-one). Reactants: N1(CCCC1)CCCOC1=CC=C(C=C1)C1(CCOCC1)C=O (4-[4-(3-Pyrrolidin-1-ylpropoxy)phenyl]tetrahydro-2H-pyran-4-carbaldehyde), C1CC(=O)N(C1)C2CCNCC2.Cl (4-(N-2-pyrrolidinone)piperidine hydrochloride). Reaction SMILES: [N:1]1([CH2:6][CH2:7][CH2:8][O:9][C:10]2[CH:15]=[CH:14][C:13]([C:16]3([CH:22]=O)[CH2:21][CH2:20][O:19][CH2:18][CH2:17]3)=[CH:12][CH:11]=2)[CH2:5][CH2:4][CH2:3][CH2:2]1.[CH2:24]1[CH2:29][N:28]([CH:30]2[CH2:35][CH2:34][NH:33][CH2:32][CH2:31]2)[C:26](=[O:27])[CH2:25]1.Cl>CC(C)[O-].[Ti+4].CC(C)[O-].CC(C)[O-].CC(C)[O-].C(O)C>[N:1]1([CH2:6][CH2:7][CH2:8][O:9][C:10]2[CH:11]=[CH:12][C:13]([C:16]3([CH2:22][N:33]4[CH2:34][CH2:35][CH:30]([N:28]5[CH2:29][CH2:24][CH2:25][C:26]5=[O:27])[CH2:31][CH2:32]4)[CH2:17][CH2:18][O:19][CH2:20][CH2:21]3)=[CH:14][CH:15]=2)[CH2:2][CH2:3][CH2:4][CH2:5]1 |f:1.2,3.4.5.6.7|. The reagents and catalysts are CC([O-])C.[Ti+4].CC([O-])C.CC([O-])C.CC([O-])C (titanium (IV) isopropoxide). Isolated yield 22.5%. Run in C(C)O (ethanol). Procedure: 4-[4-(3-Pyrrolidin-1-ylpropoxy)phenyl]tetrahydro-2H-pyran-4-carbaldehyde (400 mg, 1.260 mmol), 4-(N-2-pyrrolidinone)piperidine hydrochloride (493 mg, 4.407 mmol), absolute ethanol (16 ml), activated 3 Å molecular sieves (400 mg), titanium (IV) isopropoxide (1.86 ml, 6.30 mmol) and STAB (2.27 g, 10.71 mmol) were reacted in accordance with the general procedure D. The isolated waxy solid was purified by column chromatography on silica eluting with DCM(95):MeOH(4):NH3(1) to give the title compound ... Starting materials: CCN(C(C)C)C(C)C, ClCCl, O=C(F)c1ccc(F)c(F)c1Nc1ccc(I)cc1F, CC(NC(=O)OC(C)(C)C)C1(O)CNC1. Product: CC(NC(=O)OC(C)(C)C)C1(O)CN(C(=O)c2ccc(F)c(F)c2Nc2ccc(I)cc2F)C1. As a reaction SMILES: [CH:16]([N:17]([CH:18]([CH3:19])[CH3:20])[CH2:21][CH3:22])([CH3:23])[CH3:24].[Cl:45][CH2:46][Cl:47].[F:25][c:26]1[c:27]([NH:36][c:37]2[c:38]([F:44])[cH:39][c:40]([I:43])[cH:41][cH:42]2)[c:28]([C:29](=[O:30])[F:31])[cH:32][cH:33][c:34]1[F:35].[OH:1][C:2]1([CH:6]([CH3:7])[NH:8][C:9]([O:10][C:11]([CH3:12])([CH3:13])[CH3:14])=[O:15])[CH2:3][NH:4][CH2:5]1>>[OH:1][C:2]1([CH:6]([CH3:7])[NH:8][C:9]([O:10][C:11]([CH3:12])([CH3:13])[CH3:14])=[O:15])[CH2:3][N:4]([C:29]([c:28]2[c:27]([NH:36][c:37]3[c:38]([F:44])[cH:39][c:40]([I:43])[cH:41][cH:42]3)[c:26]([F:25])[c:34]([F:35])[cH:33][cH:32]2)=[O:30])[CH2:5]1.